This data is from the Open Reaction Database (ORD), a public repository of structured organic reaction records. The task is: describe an organic reaction: reactants, conditions, products, and yield Starting materials: ClC1=NOC2=C1C=C(C=C2)C (3-Chloro-5-methyl-1,2-benzisoxazole), N1CCNCC1 (piperazine), C1CCC2=NCCCN2CC1 (DBU). The solvent is O (water). The product is N1(CCNCC1)C1=NOC2=C1C=C(C=C2)C (3-piperazin-1-yl-5-methyl-1,2-benzisoxazole). Yield: 79.7%. RXN SMILES: Cl[C:2]1[C:6]2[CH:7]=[C:8]([CH3:11])[CH:9]=[CH:10][C:5]=2[O:4][N:3]=1.[NH:12]1[CH2:17][CH2:16][NH:15][CH2:14][CH2:13]1.C1CCN2C(=NCCC2)CC1>O>[N:12]1([C:2]2[C:6]3[CH:7]=[C:8]([CH3:11])[CH:9]=[CH:10][C:5]=3[O:4][N:3]=2)[CH2:17][CH2:16][NH:15][CH2:14][CH2:13]1. Procedure details: 3-Chloro-5-methyl-1,2-benzisoxazole (2.17 g, 12.93 mmol) was stirred together with piperazine (10.0 g, 116.1 mmol) and DBU (diazabicycloundecene; 2.0 g 13.14 mmol) in a melt at 120° C. for 4 h, after which the reaction was complete according to TLC. After cooling, the mixture was added to water, and the aqueous phase was extracted 3 times with dichloromethane, and the organic phases were washed with water, dried over magnesium sulfate and concentrated in vacuo. This resulted in 2.24 g of 3-piper...